From a dataset of the Open Reaction Database (ORD), a public repository of structured organic reaction records. describe an organic reaction: reactants, conditions, products, and yield RXN SMILES: [CH3:1][O:2][C:3]1[CH:8]=[CH:7][CH:6]=[C:5]([O:9][CH3:10])[C:4]=1B(O)O.Br[C:15]1[CH:20]=[CH:19][C:18](/[C:21](/[CH3:28])=[CH:22]/[C:23]([O:25][CH2:26][CH3:27])=[O:24])=[CH:17][CH:16]=1>>[CH3:1][O:2][C:3]1[CH:8]=[CH:7][CH:6]=[C:5]([O:9][CH3:10])[C:4]=1[C:15]1[CH:20]=[CH:19][C:18](/[C:21](/[CH3:28])=[CH:22]/[C:23]([O:25][CH2:26][CH3:27])=[O:24])=[CH:17][CH:16]=1. Yields the product COC1=C(C(=CC=C1)OC)C1=CC=C(C=C1)/C(=C/C(=O)OCC)/C ((E)-Ethyl 3-(2′,6′-dimethoxy-biphenyl-4-yl)-but-2-enoate). The yield is 71.0%. The reactants are COC1=C(C(=CC=C1)OC)B(O)O (2,6-dimethoxyphenylboronic acid), BrC1=CC=C(C=C1)/C(=C/C(=O)OCC)/C ((E)-ethyl 3-(4-bromophenyl)-but-2-enoate). Procedure: (E)-Ethyl 3-(2′,6′-dimethoxy-biphenyl-4-yl)-but-2-enoate (1.02 g, 73% yield) was prepared from 2,6-dimethoxyphenylboronic acid (1.20 g, 6.60 mmol) and (E)-ethyl 3-(4-bromophenyl)-but-2-enoate (1.0 g, 4.40 mmol) by a procedure analogous to that described in example 52 a. As a reaction SMILES: [CH2:1]([c:2]1[cH:3][cH:4][cH:5][cH:6][cH:7]1)[O:8][C:9](=[O:10])[NH:11][CH2:12][CH2:13][CH2:14][CH2:15][CH:16]([NH2:17])[C:18](=[O:19])[OH:20].[CH3:53][C:54]#[N:55].[CH:38]1([NH:44][CH:45]2[CH2:46][CH2:47][CH2:48][CH2:49][CH2:50]2)[CH2:39][CH2:40][CH2:41][CH2:42][CH2:43]1.[Na+:52].[O:21]1[CH2:22][CH2:23][O:24][CH2:25][CH2:26]1.[OH-:51].[S:27](=[O:28])(=[O:29])([Cl:30])[Cl:31].[cH:32]1[cH:33][cH:34][cH:35][cH:36][cH:37]1>>[CH2:1]([c:2]1[cH:3][cH:4][cH:5][cH:6][cH:7]1)[O:8][C:9](=[O:10])[NH:11][CH2:12][CH2:13][CH2:14][CH2:15][CH:16]([NH:17][S:27](=[O:28])(=[O:29])[c:32]1[cH:33][cH:34][cH:35][cH:36][cH:37]1)[C:18](=[O:19])[OH:20].[CH:38]1([NH:44][CH:45]2[CH2:46][CH2:47][CH2:48][CH2:49][CH2:50]2)[CH2:39][CH2:40][CH2:41][CH2:42][CH2:43]1. Starting materials: NC(CCCCNC(=O)OCc1ccccc1)C(=O)O, CC#N, C1CCC(NC2CCCCC2)CC1, [Na+], C1COCCO1, [OH-], O=S(=O)(Cl)Cl, c1ccccc1. Product: O=C(NCCCCC(NS(=O)(=O)c1ccccc1)C(=O)O)OCc1ccccc1, C1CCC(NC2CCCCC2)CC1.